From a dataset of the Open Reaction Database (ORD), a public repository of structured organic reaction records. describe an organic reaction: reactants, conditions, products, and yield Reactants: C(C(C)C)[C@]12[C@H](CC[C@H]2[C@H]2[C@H](CC1)[C@H]1CCC(C=C1CC2)=O)O (13β-isobutyl-17β-hydroxy-gon-4-en-3-one), C1(=CC=CC=C1)CCC(=O)Cl (3-phenylpropionyl chloride), O (water). Run in N1=CC=CC=C1 (pyridine), C1=CC=CC=C1 (benzene). Run at time 18 hour. Product: C(C(C)C)[C@]12[C@H](CC[C@H]2[C@H]2[C@H](CC1)[C@H]1CCC(C=C1CC2)=O)OC(CCC2=CC=CC=C2)=O (13β-Isobutyl-17β-(3-phenylpropionoxy)-gon-4-en-3-one). RXN SMILES: [C:1]1([CH2:7][CH2:8][C:9](Cl)=[O:10])[CH:6]=[CH:5][CH:4]=[CH:3][CH:2]=1.[CH2:12]([C@:16]12[CH2:24][CH2:23][C@@H:22]3[C@@H:25]4[C:30]([CH2:31][CH2:32][C@H:21]3[C@@H:20]1[CH2:19][CH2:18][C@@H:17]2[OH:34])=[CH:29][C:28](=[O:33])[CH2:27][CH2:26]4)[CH:13]([CH3:15])[CH3:14].O>C1C=CC=CC=1.N1C=CC=CC=1>[CH2:12]([C@:16]12[CH2:24][CH2:23][C@@H:22]3[C@@H:25]4[C:30]([CH2:31][CH2:32][C@H:21]3[C@@H:20]1[CH2:19][CH2:18][C@@H:17]2[O:34][C:9](=[O:10])[CH2:8][CH2:7][C:1]1[CH:6]=[CH:5][CH:4]=[CH:3][CH:2]=1)=[CH:29][C:28](=[O:33])[CH2:27][CH2:26]4)[CH:13]([CH3:15])[CH3:14]. Procedure details: Add 3-phenylpropionyl chloride (.5 g.) in benzene (1.5 cc.) with swirling to 13β-isobutyl-17β-hydroxy-gon-4-en-3-one (.5 g.) in pyridine (2 cc.) at -20°. Store the mixture at -10° for 18 hours, add water and extract the product with ether. Wash, dry and evaporate the extracts to give a residue and recrystallize from methanol to give the title compound, m.p. 101°-106°; ultraviolet absorption peak at 240 mμ (ε15,300); infrared absorption peaks at 5.75, 5.95 μ.